Dataset: the Open Reaction Database (ORD), a public repository of structured organic reaction records. Task: describe an organic reaction: reactants, conditions, products, and yield Starting materials: ClC1=C2C=C(C(=NC2=CC=N1)C1=CC=C(C=O)C=C1)C1=CC=CC=C1 (4-(5-chloro-3-phenyl-1,6-naphthyridin-2-yl)benzaldehyde), C[Mg]Br (methymagnesium bromide), C(C)(=O)OCC (ethyl acetate). Solvent: C(Cl)Cl (methylene chloride). Run at time 15 minute. The product is ClC1=C2C=C(C(=NC2=CC=N1)C1=CC=C(C=C1)C(C)O)C1=CC=CC=C1 (1-[4-(5-Chloro-3-phenyl-1,6-naphthyridin-2-yl)phenyl]ethanol). As a reaction SMILES: [Cl:1][C:2]1[N:11]=[CH:10][CH:9]=[C:8]2[C:3]=1[CH:4]=[C:5]([C:20]1[CH:25]=[CH:24][CH:23]=[CH:22][CH:21]=1)[C:6]([C:12]1[CH:19]=[CH:18][C:15]([CH:16]=[O:17])=[CH:14][CH:13]=1)=[N:7]2.[CH3:26][Mg]Br.C(OCC)(=O)C>C(Cl)Cl>[Cl:1][C:2]1[N:11]=[CH:10][CH:9]=[C:8]2[C:3]=1[CH:4]=[C:5]([C:20]1[CH:21]=[CH:22][CH:23]=[CH:24][CH:25]=1)[C:6]([C:12]1[CH:19]=[CH:18][C:15]([CH:16]([OH:17])[CH3:26])=[CH:14][CH:13]=1)=[N:7]2. Procedure: To a solution of 4-(5-chloro-3-phenyl-1,6-naphthyridin-2-yl)benzaldehyde (9-1, 0.500 g, 1.450 mmol) in anhydrous methylene chloride (10 mL) was added methymagnesium bromide (2.072 mL, 2.9 mmol, 1.4M in toluene/tetrahydrofuran (75:25)) at 0° C. After 15 minutes, the reaction mixture was poured into ethyl acetate, and the organic layer was washed with a saturated solution of sodium bicarbonate, water, then brine, dried over sodium sulfate, filtered and concentrated to dryness under reduced pressur... Starting materials: C[Si](C)(C)Cl, CC#N, COc1ncc(C(=O)O)cc1C(F)(F)F, [I-], [K+]. The product is O=C(O)c1cnc(O)c(C(F)(F)F)c1. As a reaction SMILES: [CH3:1][Si:2]([Cl:3])([CH3:4])[CH3:5].[CH3:23][C:24]#[N:25].[CH3:8][O:9][c:10]1[n:11][cH:12][c:13]([C:14](=[O:15])[OH:16])[cH:17][c:18]1[C:19]([F:20])([F:21])[F:22].[I-:7].[K+:6]>>[OH:9][c:10]1[n:11][cH:12][c:13]([C:14](=[O:15])[OH:16])[cH:17][c:18]1[C:19]([F:20])([F:21])[F:22]. The reactants are CN([SiH](C)C)[Si](C)(C)C, CCOC(C)=O, Cc1ccccc1, CO, O=c1[nH]c(=O)c2ccc(Cl)cc2[nH]1, O=S(=O)(O)O. Yields the product CCOC(=O)Cn1c(=O)[nH]c(=O)c2ccc(Cl)cc21. RXN SMILES: [CH3:14][SiH:15]([CH3:16])[N:17]([CH3:18])[Si:19]([CH3:20])([CH3:21])[CH3:22].[CH3:28][CH2:29][O:30][C:31]([CH3:32])=[O:33].[CH3:34][c:35]1[cH:36][cH:37][cH:38][cH:39][cH:40]1.[CH3:41][OH:42].[Cl:1][c:2]1[cH:3][cH:4][c:5]2[c:6](=[O:13])[nH:7][c:8](=[O:12])[nH:9][c:10]2[cH:11]1.[S:23](=[O:24])(=[O:25])([OH:26])[OH:27]>>[Cl:1][c:2]1[cH:3][cH:4][c:5]2[c:6](=[O:13])[nH:7][c:8](=[O:12])[n:9]([CH2:32][C:31]([O:30][CH2:29][CH3:28])=[O:33])[c:10]2[cH:11]1.